This data is from the Open Reaction Database (ORD), a public repository of structured organic reaction records. The task is: describe an organic reaction: reactants, conditions, products, and yield The reactants are C(=O)(OCC)C1CC=2C=3N(C(NC2CC1)=O)C=C(N3)C3=C(C=CC=C3)F (9-Carboethoxy-2-(2-fluorophenyl)-7,8,9,10-tetrahydro-imidazo[1,2-c]-quinazolin-5(6H)-one), O (water). Solvent: O1CCCC1 (tetrahydrofuran). Run at time 15 minute. Product: C1(=CC=CC=C1)C(C1CC=2C=3N(C(NC2CC1)=O)C=C(N3)C3=C(C=CC=C3)F)(O)C3=CC=CC=C3 (9-(Diphenylhydroxymethyl)-2-(2-fluorophenyl)-7,8,9,10-tetrahydro-imidazo [1,2-c]-quinazolin-5(6H)-one). As a reaction SMILES: [C:1]([CH:6]1[CH2:15][CH2:14][C:13]2[NH:12][C:11](=[O:16])[N:10]3[CH:17]=[C:18]([C:20]4[CH:25]=[CH:24][CH:23]=[CH:22][C:21]=4[F:26])[N:19]=[C:9]3[C:8]=2[CH2:7]1)([O:3]CC)=O.O>O1CCCC1>[C:6]1([C:1]([C:20]2[CH:25]=[CH:24][CH:23]=[CH:22][CH:21]=2)([OH:3])[CH:6]2[CH2:15][CH2:14][C:13]3[NH:12][C:11](=[O:16])[N:10]4[CH:17]=[C:18]([C:20]5[CH:25]=[CH:24][CH:23]=[CH:22][C:21]=5[F:26])[N:19]=[C:9]4[C:8]=3[CH2:7]2)[CH:15]=[CH:14][CH:13]=[CH:8][CH:7]=1. Reported procedure: To a solution of 9-Carboethoxy-2-(2-fluorophenyl)-7,8,9,10-tetrahydro-imidazo[1,2-c]-quinazolin-5(6H)-one (110 mg) in 15 mL of anhydrous tetrahydrofuran was added 2 mL of 1.8M phenylithium. The reaction was allowed to stand for 15 minutes and then quenched with 1 mL of 10% acetic acid. The solvent was removed in vacuo and the crude reaction mixture triterated with water. The solid was then collected and dried to yield 9-(Diphenylhydroxymethyl)-2-(2-fluorophenyl)-7,8,9,10-tetrahydro-imidazo [1,2-... Reactants: ClC1=CC=C(C=CCCl)C=C1 (4-chlorocinnamyl chloride), C=CC1=CC=CC=C1 (styrene), C(CCC)N(CCCC)CCCC (tri-n-butylamine). Reagents/catalysts: C(C)(=O)[O-].[Pd+2].C(C)(=O)[O-] (palladium acetate). Run in CC=1C=CC(=CC1)C (p-xylene). Product: C1(=CC=CC=C1)C=CC=CC1=CC=C(C=C1)Cl (1-Phenyl-4-(4'-chlorophenyl)-buta-1,3-diene). Reaction SMILES: [Cl:1][C:2]1[CH:11]=[CH:10][C:5]([CH:6]=[CH:7][CH2:8]Cl)=[CH:4][CH:3]=1.C=[CH:13][C:14]1[CH:19]=[CH:18][CH:17]=[CH:16][CH:15]=1.C(N(CCCC)CCCC)CCC>CC1C=CC(C)=CC=1.C([O-])(=O)C.[Pd+2].C([O-])(=O)C>[C:14]1([CH:13]=[CH:8][CH:7]=[CH:6][C:5]2[CH:10]=[CH:11][C:2]([Cl:1])=[CH:3][CH:4]=2)[CH:19]=[CH:18][CH:17]=[CH:16][CH:15]=1 |f:4.5.6|. Procedure details: 0.112 g (0.5 millimol) of palladium acetate, 10.05 g (50 millimols) of 4-chlorocinnamyl chloride, 6.5 g (62.5 millimols) of styrene and 9.27 g (50 millimols) of tri-n-butylamine in 50 ml of p-xylene are stirred for 23/4 hours at 120° C. The crude product is chromatographed on silica gel in methylene chloride and is recrystallised from n-hexane. 0.5 g (4% of theory) of the above compound are obtained in the form of white crystals of melting point 161.2° C.